From a dataset of the Open Reaction Database (ORD), a public repository of structured organic reaction records. describe an organic reaction: reactants, conditions, products, and yield Reactants: C1(CC1)COC1=C(C=CC=C1OC)/C=C/C=1N=C2SC=CN2C1C(=O)O (6-{(E)-2-[2-(Cyclopropylmethoxy)-3-methoxyphenyl]vinyl}imidazo[2,1-b][1,3]thiazole-5-carboxylic acid), C1(CCCC1)OC1=C(C=O)C=CC=C1OC (2-(cyclopentyloxy)-3-methoxybenzaldehyde), [Br-].C(C)OC(=O)C1=C(N=C2SC=CN21)C[P+](C2=CC=CC=C2)(C2=CC=CC=C2)C2=CC=CC=C2 (5-ethyloxycarbonylimidazo[2,1-b][1,3]thiazol-6-yl-methyl(triphenyl)phosphonium bromide), [H-].[Na+] (sodium hydride). The solvent is CS(=O)C (DMSO). Yields the product C1(CCCC1)OC1=C(C=CC=C1OC)/C=C/C=1N=C2SC=CN2C1C(=O)OCC (Ethyl 6-{(E)-2-[2-(cyclopentyloxy)-3-methoxyphenyl]vinyl}imidazo[2,1-b][1,3]thiazole-5-carboxylate). The yield is 71.7%. RXN SMILES: C1(COC2C(OC)=CC=CC=2/C=C/C2N=C3N(C=2C(O)=O)C=CS3)CC1.[CH:27]1([O:32][C:33]2[C:40]([O:41][CH3:42])=[CH:39][CH:38]=[CH:37][C:34]=2[CH:35]=O)[CH2:31][CH2:30][CH2:29][CH2:28]1.[Br-].[CH2:44]([O:46][C:47]([C:49]1[N:56]2[C:52]([S:53][CH:54]=[CH:55]2)=[N:51][C:50]=1[CH2:57][P+](C1C=CC=CC=1)(C1C=CC=CC=1)C1C=CC=CC=1)=[O:48])[CH3:45].[H-].[Na+]>CS(C)=O>[CH:27]1([O:32][C:33]2[C:40]([O:41][CH3:42])=[CH:39][CH:38]=[CH:37][C:34]=2/[CH:35]=[CH:57]/[C:50]2[N:51]=[C:52]3[N:56]([C:49]=2[C:47]([O:46][CH2:44][CH3:45])=[O:48])[CH:55]=[CH:54][S:53]3)[CH2:31][CH2:30][CH2:29][CH2:28]1 |f:2.3,4.5|. Procedure details: This compound was prepared as described in Intermediate 1 by the reaction of 2-(cyclopentyloxy)-3-methoxybenzaldehyde (1.318 g, 5.984 mmol) with 5-ethyloxycarbonylimidazo[2,1-b][1,3]thiazol-6-yl-methyl(triphenyl)phosphonium bromide (3.0 g, 5.440 mmol) in the presence of sodium hydride (239 mg, 5.984 mmol) in anhydrous DMSO (20 mL) to give 1.610 g of the product as an off-white solid; 1H NMR (300 MHz, DMSO-d6) δ 1.40 (t, J=6.9 Hz, 3H), 1.54-1.65 (m, 4H), 1.78-1.85 (m, 4H), 3.81 (s, 3H), 4.39 (q, ... Yields the product CCOC(=O)CN1CCC(CN(CC)C(=O)OC(C)(C)C)CC1. Reaction SMILES: [C:1]([CH3:2])([CH3:3])([CH3:4])[O:5][C:6](=[O:7])[NH:8][CH2:9][CH:10]1[CH2:11][CH2:12][N:13]([CH2:16][C:17](=[O:18])[O:19][CH2:20][CH3:21])[CH2:14][CH2:15]1.[CH2:24]([CH3:25])[I:26].[CH3:40][N:41]([CH3:42])[CH:43]=[O:44].[H-:22].[Na+:23].[OH:27][C:28]([CH2:29][C:30]([C:31](=[O:32])[OH:33])([CH2:34][C:35](=[O:36])[OH:37])[OH:38])=[O:39]>>[C:1]([CH3:2])([CH3:3])([CH3:4])[O:5][C:6](=[O:7])[N:8]([CH2:9][CH:10]1[CH2:11][CH2:12][N:13]([CH2:16][C:17](=[O:18])[O:19][CH2:20][CH3:21])[CH2:14][CH2:15]1)[CH2:24][CH3:25]. Reactants: CCOC(=O)CN1CCC(CNC(=O)OC(C)(C)C)CC1, CCI, CN(C)C=O, [H-], [Na+], O=C(O)CC(O)(CC(=O)O)C(=O)O. Reactants: CC(C)(C)CC1NC(C(=O)Nc2ccc(C#N)cc2F)C(c2cccc(Cl)c2F)C12C(=O)Nc1cc(Cl)ccc12, CS(C)=O, [Na+], [OH-], OO. Yields the product CC(C)(C)CC1NC(C(=O)Nc2ccc(C(N)=O)cc2F)C(c2cccc(Cl)c2F)C12C(=O)Nc1cc(Cl)ccc12. RXN SMILES: [C:1](#[N:2])[c:3]1[cH:4][c:5]([F:40])[c:6]([NH:9][C:10](=[O:11])[CH:12]2[CH:13]([c:32]3[c:33]([F:39])[c:34]([Cl:38])[cH:35][cH:36][cH:37]3)[C:14]3([C:15](=[O:24])[NH:16][c:17]4[cH:18][c:19]([Cl:23])[cH:20][cH:21][c:22]43)[CH:25]([CH2:27][C:28]([CH3:29])([CH3:30])[CH3:31])[NH:26]2)[cH:7][cH:8]1.[CH3:45][S:46]([CH3:47])=[O:48].[Na+:44].[OH-:43].[OH:41][OH:42]>>[C:1]([NH2:2])([c:3]1[cH:4][c:5]([F:40])[c:6]([NH:9][C:10](=[O:11])[CH:12]2[CH:13]([c:32]3[c:33]([F:39])[c:34]([Cl:38])[cH:35][cH:36][cH:37]3)[C:14]3([C:15](=[O:24])[NH:16][c:17]4[cH:18][c:19]([Cl:23])[cH:20][cH:21][c:22]43)[CH:25]([CH2:27][C:28]([CH3:29])([CH3:30])[CH3:31])[NH:26]2)[cH:7][cH:8]1)=[O:41]. The reactants are C(C)(C)(C)OC(=O)NCCCN(CCCCC1=CC=CC=C1)S(=O)(=O)C1=C2C=CN=CC2=CC=C1 (N-(tert-butoxycarbonyl)-N′-[(5-isoquinolyl)sulfonyl]-N′-(4-phenylbutyl)-1,3-propylenediamine), Cl.CO (hydrogen chloride methanol). The product is Cl.C1=NC=CC2=C(C=CC=C12)S(=O)(=O)N(CCCN)CCCCC1=CC=CC=C1 (N-[(5-isoquinolyl)sulfonyl]-N-(4-phenylbutyl)-1,3-propylenediamine hydrochloride). As a reaction SMILES: C(OC([NH:8][CH2:9][CH2:10][CH2:11][N:12]([S:23]([C:26]1[CH:35]=[CH:34][CH:33]=[C:32]2[C:27]=1[CH:28]=[CH:29][N:30]=[CH:31]2)(=[O:25])=[O:24])[CH2:13][CH2:14][CH2:15][CH2:16][C:17]1[CH:22]=[CH:21][CH:20]=[CH:19][CH:18]=1)=O)(C)(C)C.[ClH:36].CO>>[ClH:36].[CH:31]1[C:32]2[C:27](=[C:26]([S:23]([N:12]([CH2:13][CH2:14][CH2:15][CH2:16][C:17]3[CH:18]=[CH:19][CH:20]=[CH:21][CH:22]=3)[CH2:11][CH2:10][CH2:9][NH2:8])(=[O:24])=[O:25])[CH:35]=[CH:34][CH:33]=2)[CH:28]=[CH:29][N:30]=1 |f:1.2,3.4|. Procedure: According to the method of Example 1, Step C, deprotection was performed (50° C., 2 hours) by using Intermediate 6 (249 mg) and 10% hydrogen chloride/methanol solution (5 ml). The reaction mixture was cooled to room temperature, and then the solvent was evaporated under reduced pressure. The residue was added with methanol (1 ml) and diethyl ether (3 ml). The deposited precipitates were collected by filtration and washed with diethyl ether to obtain the title compound (188 mg) as white powdery s... As a reaction SMILES: [Br:1][C:2]1[CH:3]=[CH:4][C:5]([O:9][CH3:10])=[C:6]([OH:8])[CH:7]=1.[CH:11]1(O)[CH2:15][CH2:14][CH2:13][CH2:12]1.C1(P(C2C=CC=CC=2)C2C=CC=CC=2)C=CC=CC=1.CCOC(/N=N/C(OCC)=O)=O>O1CCCC1>[Br:1][C:2]1[CH:3]=[CH:4][C:5]([O:9][CH3:10])=[C:6]([O:8][CH:11]2[CH2:15][CH2:14][CH2:13][CH2:12]2)[CH:7]=1. Procedure: A solution of 5-bromo-2-methoxyphenol (1 g), cyclopentanol (0.54 ml) and triphenylphosphine (1.55 g) in anhydrous tetrahydrofuran (20 ml), at 0° C., was treated with diethylazodicarboxylate (0.85 mi). The resulting yellow solution was stirred at 0° C. for 40 minutes then evaporated. The residue was subjected to flash chromatography on silica eluting with a mixture of petroleum ether and ethyl acetate (19:1, v/v) to give the title compound (1.2 g) as a pale yellow oil. NMR (CDCl3): δ1.62 (m,2H), ... Starting materials: BrC=1C=CC(=C(C1)O)OC (5-bromo-2-methoxyphenol), C1(CCCC1)O (cyclopentanol), C1(=CC=CC=C1)P(C1=CC=CC=C1)C1=CC=CC=C1 (triphenylphosphine), CCOC(=O)/N=N/C(=O)OCC (diethylazodicarboxylate). Yields the product BrC1=CC(=C(C=C1)OC)OC1CCCC1 (4-Bromo-2-cyclopentyloxyanisole). Conditions: temperature 0 celsius, time 40 minute. Run in O1CCCC1 (tetrahydrofuran). The reactants are O=C1NC2=C(N1C1CCN(CC1)CCCCN1C(C3=CC=CC=C3C1=O)=O)C=CC=C2 (2-{4-[4-(2-oxo-2,3-dihydro-benzoimidazol-1-yl)-piperidin-1-yl]-butyl}-isoindolin-1,3-dione), NN.O (hydrazine.hydrate). The solvent is C(C)O (ethanol). Product: O=C1NC2=C(N1C1CCN(CC1)CCCCN)C=CC=C2 (4-[4-(2-oxo-2,3-Dihydro-benzoimidazol-1-yl)-piperidin-1-yl]-butylamine). Reaction SMILES: [O:1]=[C:2]1[N:6]([CH:7]2[CH2:12][CH2:11][N:10]([CH2:13][CH2:14][CH2:15][CH2:16][N:17]3C(=O)C4C(=CC=CC=4)C3=O)[CH2:9][CH2:8]2)[C:5]2[CH:28]=[CH:29][CH:30]=[CH:31][C:4]=2[NH:3]1.NN.O>C(O)C>[O:1]=[C:2]1[N:6]([CH:7]2[CH2:12][CH2:11][N:10]([CH2:13][CH2:14][CH2:15][CH2:16][NH2:17])[CH2:9][CH2:8]2)[C:5]2[CH:28]=[CH:29][CH:30]=[CH:31][C:4]=2[NH:3]1 |f:1.2|. Procedure details: Batch size: 11.5 g (27.4 mmol) 2-{4-[4-(2-oxo-2,3-dihydro-benzoimidazol-1-yl)-piperidin-1-yl]-butyl}-isoindolin-1,3-dione and 2.7 ml (55 mmol) hydrazine.hydrate in 60 ml ethanol. The accumulated crude product is further processed without further purification: Yield 5.1 g (64%). As a reaction SMILES: [OH:1][C:2]1[CH:3]=[C:4]([CH:9]=[C:10]([OH:13])[C:11]=1[OH:12])[C:5]([O:7][CH3:8])=[O:6].CC1C=CC(S(O[CH2:25][CH2:26][O:27][CH2:28][CH2:29][O:30][CH2:31][CH2:32][O:33][CH2:34][CH2:35][O:36][CH2:37][CH2:38][O:39][CH2:40][CH2:41][O:42][CH2:43][CH2:44][O:45][CH2:46][CH2:47][O:48][CH2:49][CH2:50][O:51][CH2:52][CH2:53][O:54][CH2:55][CH2:56][O:57][CH3:58])(=O)=O)=CC=1.[CH2:59]1[O:76][CH2:75][CH2:74][O:73][CH2:72][CH2:71][O:70][CH2:69][CH2:68][O:67][CH2:66][CH2:65][O:64][CH2:63][CH2:62][O:61][CH2:60]1>CC(C)=O>[CH3:58][O:57][CH2:56][CH2:55][O:54][CH2:53][CH2:52][O:51][CH2:50][CH2:49][O:48][CH2:47][CH2:46][O:45][CH2:44][CH2:43][O:42][CH2:41][CH2:40][O:39][CH2:38][CH2:37][O:36][CH2:35][CH2:34][O:33][CH2:32][CH2:31][O:30][CH2:29][CH2:28][O:27][CH2:26][CH2:25][O:1][C:2]1[CH:3]=[C:4]([CH:9]=[C:10]([O:13][CH2:25][CH2:26][O:27][CH2:28][CH2:29][O:30][CH2:31][CH2:32][O:33][CH2:34][CH2:35][O:36][CH2:37][CH2:38][O:39][CH2:40][CH2:41][O:42][CH2:43][CH2:44][O:45][CH2:46][CH2:47][O:48][CH2:49][CH2:50][O:51][CH2:52][CH2:53][O:54][CH2:55][CH2:56][O:57][CH3:58])[C:11]=1[O:12][CH2:25][CH2:26][O:27][CH2:28][CH2:29][O:30][CH2:31][CH2:32][O:33][CH2:34][CH2:35][O:36][CH2:37][CH2:59][O:76][CH2:75][CH2:74][O:73][CH2:72][CH2:71][O:70][CH2:69][CH2:68][O:67][CH2:66][CH2:65][O:64][CH2:63][CH2:62][O:61][CH2:60][CH2:38][O:39][CH3:40])[C:5]([O:7][CH3:8])=[O:6]. The yield is 48.0%. Product: COCCOCCOCCOCCOCCOCCOCCOCCOCCOCCOCCOC=1C=C(C(=O)OC)C=C(C1OCCOCCOCCOCCOCCOCCOCCOCCOCCOCCOCCOC)OCCOCCOCCOCCOCCOCCOCCOCCOCCOCCOCCOC (Methyl 3,4,5-tris(2,5,8,11,14,17,20,23,26,29,32-undecaoxatetratriacontan-34-yloxy)benzoate). Procedure: Methyl 3,4,5-trihydroxybenzoate (200 mg, 1.1 mmol), 2,5,8,11,14,17,20,23,26,29,32-undecaoxatetratriacontan-34-yl 4-methylbenzenesulfonate (2.58 g, 3.85 mmol), and 18-crown-6 (100 mg, 0.38 mmol) are transferred to a round bottom flask equipped with a Teflon-coated stirbar. Acetone (10 mL) is added and the flask is equipped with a reflux condenser. The mixture is refluxed with constant stirring overnight. The next day silica (4 g) is added and the solvent evaporated. After purification by column c... Solvent: CC(=O)C (Acetone). Reaction conditions: time 8 hour. Starting materials: OC=1C=C(C(=O)OC)C=C(C1O)O (Methyl 3,4,5-trihydroxybenzoate), CC1=CC=C(C=C1)S(=O)(=O)OCCOCCOCCOCCOCCOCCOCCOCCOCCOCCOCCOC (2,5,8,11,14,17,20,23,26,29,32-undecaoxatetratriacontan-34-yl 4-methylbenzenesulfonate), C1COCCOCCOCCOCCOCCO1 (18-crown-6), Teflon. Reactants: CC(=O)O, CSCc1nc(C)c(C(C)C)c(OC(=O)N(C)C)n1, OO. Yields the product Cc1nc(CS(C)=O)nc(OC(=O)N(C)C)c1C(C)C. RXN SMILES: [CH3:22][C:23](=[O:24])[OH:25].[CH3:3][S:4][CH2:5][c:6]1[n:7][c:8]([CH3:21])[c:9]([CH:18]([CH3:19])[CH3:20])[c:10]([O:12][C:13]([N:14]([CH3:15])[CH3:16])=[O:17])[n:11]1.[OH:1][OH:2]>>[O:1]=[S:4]([CH3:3])[CH2:5][c:6]1[n:7][c:8]([CH3:21])[c:9]([CH:18]([CH3:19])[CH3:20])[c:10]([O:12][C:13]([N:14]([CH3:15])[CH3:16])=[O:17])[n:11]1. The reactants are CCOC(=O)CBr, [Cl-], [H-], [NH4+], [Na+], CN(C)C=O, O, c1ccc2[nH]cnc2c1. The product is CCOC(=O)Cn1cnc2ccccc21. Reaction SMILES: [Br:12][CH2:13][C:14](=[O:15])[O:16][CH2:17][CH3:18].[Cl-:19].[H-:2].[NH4+:20].[Na+:1].[O:21]=[CH:22][N:23]([CH3:24])[CH3:25].[OH2:26].[n:3]1[cH:4][nH:5][c:6]2[c:7]1[cH:8][cH:9][cH:10][cH:11]2>>[n:3]1([CH2:13][C:14](=[O:15])[O:16][CH2:17][CH3:18])[cH:4][n:5][c:6]2[c:7]1[cH:8][cH:9][cH:10][cH:11]2. Starting materials: CI (Methyl iodide), Cl.CNCCSC1=NC2=CC=CC=C2C=C1C1=CC=CC=C1 (2-(2-methylaminoethylthio)-3-phenylquinoline hydrochloride), C([O-])([O-])=O.[K+].[K+] (potassium carbonate). Run in C(C)O (ethanol). Conditions: time 3 hour. The product is Cl.CN(CCSC1=NC2=CC=CC=C2C=C1C1=CC=CC=C1)C (2-(2-dimethylaminoethylthio)-3-phenylquinoline hydrochloride). RXN SMILES: CI.[ClH:3].[CH3:4][NH:5][CH2:6][CH2:7][S:8][C:9]1[C:18]([C:19]2[CH:24]=[CH:23][CH:22]=[CH:21][CH:20]=2)=[CH:17][C:16]2[C:11](=[CH:12][CH:13]=[CH:14][CH:15]=2)[N:10]=1.[C:25](=O)([O-])[O-].[K+].[K+]>C(O)C>[ClH:3].[CH3:4][N:5]([CH3:25])[CH2:6][CH2:7][S:8][C:9]1[C:18]([C:19]2[CH:24]=[CH:23][CH:22]=[CH:21][CH:20]=2)=[CH:17][C:16]2[C:11](=[CH:12][CH:13]=[CH:14][CH:15]=2)[N:10]=1 |f:1.2,3.4.5,7.8|. Procedure details: Methyl iodide (0.85 g.) was added to a mixture of 2-(2-methylaminoethylthio)-3-phenylquinoline hydrochloride (1.65 g.) and potassium carbonate (1.65 g.) in dry ethanol (50 ml.) at ambient temperature. The mixture was stirred at ambient temperature for 3 hr. and the solvent was then evaporated. The residue was dissolved in water (50 ml.) and extracted with diethyl ether (3×25 ml.). The diethyl ether extract was washed with brine (25 ml.), dried (MgSO4), and the solvent evaporated. The residual oi...